The task is: describe an organic reaction: reactants, conditions, products, and yield. This data is from the Open Reaction Database (ORD), a public repository of structured organic reaction records. The reactants are ClCCl, CC(C)(C)OC(=O)NC1(C(=O)NC(Cc2ccc(-c3cccc(C#N)c3)cc2)C(N)=O)CCOCC1. The product is CC(C)(C)OC(=O)NC1(C(=O)NC(C#N)Cc2ccc(-c3cccc(C#N)c3)cc2)CCOCC1. Reaction SMILES: [Cl:37][CH2:38][Cl:39].[NH2:1][C:2]([CH:3]([CH2:4][c:5]1[cH:6][cH:7][c:8](-[c:11]2[cH:12][c:13]([C:17]#[N:18])[cH:14][cH:15][cH:16]2)[cH:9][cH:10]1)[NH:19][C:20](=[O:21])[C:22]1([NH:28][C:29]([O:30][C:31]([CH3:32])([CH3:33])[CH3:34])=[O:35])[CH2:23][CH2:24][O:25][CH2:26][CH2:27]1)=[O:36]>>[N:1]#[C:2][CH:3]([CH2:4][c:5]1[cH:6][cH:7][c:8](-[c:11]2[cH:12][c:13]([C:17]#[N:18])[cH:14][cH:15][cH:16]2)[cH:9][cH:10]1)[NH:19][C:20](=[O:21])[C:22]1([NH:28][C:29]([O:30][C:31]([CH3:32])([CH3:33])[CH3:34])=[O:35])[CH2:23][CH2:24][O:25][CH2:26][CH2:27]1. Starting materials: S(C)C (SMe2), CuBr2, [B-]([O+](C)C)(F)(F)F (Boron trifluoride dimethyl etherate), ClC1=CC=C(C=C1)S(=O)(=O)N1C(CC(C=C1)=O)C(=O)OCC (ethyl 1-(4-chlorophenylsulfonyl)-4-oxo-1,2,3,4-tetrahydropyridine-2-carboxylate), C(C)[Mg]Br (ethylmagnesium bromide). The solvent is C1CCOC1 (THF). Run at temperature -78 celsius, time 45 minute. Product: ClC1=CC=C(C=C1)S(=O)(=O)N1C(CC(CC1CC)=O)C(=O)OCC (ethyl 1-(4-chlorophenylsulfonyl)-6-ethyl-4-oxopiperidine-2-carboxylate). Isolated yield 88.9%. RXN SMILES: S(C)C.[CH2:4]([Mg]Br)[CH3:5].[B-](F)(F)(F)[O+](C)C.[Cl:15][C:16]1[CH:21]=[CH:20][C:19]([S:22]([N:25]2[CH:30]=[CH:29][C:28](=[O:31])[CH2:27][CH:26]2[C:32]([O:34][CH2:35][CH3:36])=[O:33])(=[O:24])=[O:23])=[CH:18][CH:17]=1>C1COCC1>[Cl:15][C:16]1[CH:21]=[CH:20][C:19]([S:22]([N:25]2[CH:30]([CH2:4][CH3:5])[CH2:29][C:28](=[O:31])[CH2:27][CH:26]2[C:32]([O:34][CH2:35][CH3:36])=[O:33])(=[O:23])=[O:24])=[CH:18][CH:17]=1. Reported procedure: CuBr2.SMe2 (19.13 g, 93.1 mmol) was placed into a flame-dried flask along with THF (250 ml). The mixture was cooled to −78° C. and ethylmagnesium bromide (31 ml, 3.0 M in ether, 93.1 mmol) was added slowly. The reaction was stirred for 45 minutes under nitrogen. Boron trifluoride dimethyl etherate was added (11.7 ml, 93,1 mmol) and the mixture stirred for 5 minutes. Ethyl 1-(4-chlorophenylsulfonyl)-4-oxo-1,2,3,4-tetrahydropyridine-2-carboxylate (103; 8.0 g, 23.3 mmol) was added via syringe pump ...